This data is from the Open Reaction Database (ORD), a public repository of structured organic reaction records. The task is: describe an organic reaction: reactants, conditions, products, and yield Starting materials: COC1=CC2=C(C(=CO2)C2=CC=CC=C2)C=C1 (6-methoxy-3-phenylbenzofuran), I (hydroiodic acid). Solvent: C(C)(=O)O (acetic acid). Product: OC1=CC2=C(C(=CO2)C2=CC=CC=C2)C=C1 (6-hydroxy-3 -phenylbenzofuran). As a reaction SMILES: C[O:2][C:3]1[CH:17]=[CH:16][C:6]2[C:7]([C:10]3[CH:15]=[CH:14][CH:13]=[CH:12][CH:11]=3)=[CH:8][O:9][C:5]=2[CH:4]=1.I>C(O)(=O)C>[OH:2][C:3]1[CH:17]=[CH:16][C:6]2[C:7]([C:10]3[CH:15]=[CH:14][CH:13]=[CH:12][CH:11]=3)=[CH:8][O:9][C:5]=2[CH:4]=1. Reported procedure: To a stirred solution of 30 g (0.134 mole) of 6-methoxy-3-phenylbenzofuran in 150 ml of acetic acid is added 30 ml of 47% stabilized hydroiodic acid. The mixture is heated to its reflux temperature and maintained at reflux for seven hours. A precipitate is obtained which is separated by filtration, rinsed with water and dried to provide crude 6-hydroxy-3 -phenylbenzofuran, m.p. 138°-143° as an off-white powder. Starting materials: CC(=O)O[BH-](OC(C)=O)OC(C)=O, CO, O=Cc1ccccc1, ClCCl, CC(C)(C)OC(=O)C1CN(C(=O)OC(C)(C)C)CC1N, [Na+]. Product: CN(Cc1ccccc1)C1CN(C(=O)OC(C)(C)C)CC1C(=O)OC(C)(C)C. As a reaction SMILES: [C:29]([O:30][BH-:31]([O:32][C:33](=[O:34])[CH3:35])[O:36][C:37](=[O:38])[CH3:39])(=[O:40])[CH3:41].[CH3:43][OH:44].[CH:21](=[O:22])[c:23]1[cH:24][cH:25][cH:26][cH:27][cH:28]1.[Cl:45][CH2:46][Cl:47].[NH2:1][CH:2]1[CH:3]([C:14](=[O:15])[O:16][C:17]([CH3:18])([CH3:19])[CH3:20])[CH2:4][N:5]([C:7](=[O:8])[O:9][C:10]([CH3:11])([CH3:12])[CH3:13])[CH2:6]1.[Na+:42]>>[N:1]([CH:2]1[CH:3]([C:14](=[O:15])[O:16][C:17]([CH3:18])([CH3:19])[CH3:20])[CH2:4][N:5]([C:7](=[O:8])[O:9][C:10]([CH3:11])([CH3:12])[CH3:13])[CH2:6]1)([CH2:21][c:23]1[cH:24][cH:25][cH:26][cH:27][cH:28]1)[CH3:29]. Reactants: NC=1C=C(C=CC1OC)C=1OC2=C(N1)C=C(C=C2)C2=CC(=C(C=C2)Cl)C (2-(3-amino-4-methoxyphenyl)-5-(3-methyl-4-chlorophenyl)benzoxazole), C1=CC2=C(C=C1C(=O)O)C(=O)OC2=O (1,2,4-benzenetricarboxylic anhydride). Yields the product COC1=C(C=C(C=C1)C=1OC2=C(N1)C=C(C=C2)C2=CC(=C(C=C2)Cl)C)N2C(C1=CC=C(C=C1C2=O)C(=O)O)=O (2-[2-Methoxy-5-[5-(3-methyl-4-chlorophenyl)benzoxazol-2-yl]phenyl]-1,3-dioxo-2,3-dihydro-1H-isoindole-5-carboxylic acid). Reaction SMILES: [NH2:1][C:2]1[CH:3]=[C:4]([C:10]2[O:11][C:12]3[CH:18]=[CH:17][C:16]([C:19]4[CH:24]=[CH:23][C:22]([Cl:25])=[C:21]([CH3:26])[CH:20]=4)=[CH:15][C:13]=3[N:14]=2)[CH:5]=[CH:6][C:7]=1[O:8][CH3:9].[CH:27]1[C:32]([C:33]([OH:35])=[O:34])=[CH:31][C:30]2[C:36]([O:38][C:39](=O)[C:29]=2[CH:28]=1)=[O:37]>>[CH3:9][O:8][C:7]1[CH:6]=[CH:5][C:4]([C:10]2[O:11][C:12]3[CH:18]=[CH:17][C:16]([C:19]4[CH:24]=[CH:23][C:22]([Cl:25])=[C:21]([CH3:26])[CH:20]=4)=[CH:15][C:13]=3[N:14]=2)=[CH:3][C:2]=1[N:1]1[C:36](=[O:37])[C:30]2[C:29](=[CH:28][CH:27]=[C:32]([C:33]([OH:35])=[O:34])[CH:31]=2)[C:39]1=[O:38]. Procedure details: Prepared by the method of Example 1b), from 2-(3-amino-4-methoxyphenyl)-5-(3-methyl-4-chlorophenyl)benzoxazole (79 mg, 0.22 mmol) and 1,2,4-benzenetricarboxylic anhydride (42 mg, 0.22 mmol) the title compound was obtained (22 mg, 19%). 1H NMR (DMSO) δ 8.55(dd, 1H), 8.44(m, 3H), 8.22(d, 1H), 8.14(m, 1H), 7.90(m, 3H), 7.65(m, 3H), 4.00(s, 3H), 2.45(s, 3H). MS 527 m/z (M+H)+. Starting materials: COC1=CC=NC=C1C(=O)OC (methyl 4-methoxynicotinate), C(C)N1C(CCC1)CN (1-ethyl-2-(aminomethyl)-pyrrolidine). Solvent: C=1(C(=CC=CC1)C)C (xylene). Product: C(C)N1C(CCC1)CNC(C1=CN=CC=C1OC)=O (N-[(1-ethyl-2-pyrrolidinyl)-methyl]-4-methoxynicotinamide), C1(=CC=CC=C1)CO (benzene-methanol). RXN SMILES: [CH3:1][O:2][C:3]1[C:8]([C:9]([O:11]C)=O)=[CH:7][N:6]=[CH:5][CH:4]=1.[CH2:13]([N:15]1[CH2:19][CH2:18][CH2:17][CH:16]1[CH2:20][NH2:21])[CH3:14]>C1(C)C(C)=CC=CC=1>[CH2:13]([N:15]1[CH2:19][CH2:18][CH2:17][CH:16]1[CH2:20][NH:21][C:9](=[O:11])[C:8]1[C:3]([O:2][CH3:1])=[CH:4][CH:5]=[N:6][CH:7]=1)[CH3:14].[C:8]1([CH2:9][OH:11])[CH:3]=[CH:4][CH:5]=[CH:13][CH:7]=1. Reported procedure: 6.7 g (0.04 mole) of methyl 4-methoxynicotinate (m.p. 82°-83° C, W. C. J. Ross, J. Chem. Soc. 1966, 1816) and 7.18 g (0.06 mole) of 1-ethyl-2-(aminomethyl)-pyrrolidine are dissolved in 50 ml of xylene and the solution is heated for 6 hours so that a slow distillation takes place. Approx. 15 ml of distillate with a boiling point of 60°-80° C are collected. The mixture is then completely concentrated in a high vacuum at 50°-60° C and the oily residue obtained is chromatographed through a column of... RXN SMILES: [C:1]1([C:7]2[O:13][CH:12]3[CH:9]([C:10](=[O:41])[N:11]3[C@H:14]([C:31]([CH2:33][O:34]C(=O)C(F)(F)F)=[CH2:32])[C:15]([O:17][CH:18]([C:25]3[CH:30]=[CH:29][CH:28]=[CH:27][CH:26]=3)[C:19]3[CH:24]=[CH:23][CH:22]=[CH:21][CH:20]=3)=[O:16])[N:8]=2)[CH:6]=[CH:5][CH:4]=[CH:3][CH:2]=1.CO>C(Cl)Cl>[C:1]1([C:7]2[O:13][CH:12]3[CH:9]([C:10](=[O:41])[N:11]3[C@H:14]([C:31]([CH2:33][OH:34])=[CH2:32])[C:15]([O:17][CH:18]([C:19]3[CH:24]=[CH:23][CH:22]=[CH:21][CH:20]=3)[C:25]3[CH:26]=[CH:27][CH:28]=[CH:29][CH:30]=3)=[O:16])[N:8]=2)[CH:2]=[CH:3][CH:4]=[CH:5][CH:6]=1. Reported procedure: To a solution of 240 mg of diphenylmethyl (2R)-2-(3-phenyl-7-oxo-4-oxa-2,6-diazabicyclo[3,2,0]hept-2-en-6-yl)-3-trifluoroacetyloxymethyl-3-butenoate in 10 ml of a mixture (4:1) of methanol and methylene chloride is added 4.8 g of silica gel containing 10% water, and the mixture stirred for 30 minutes and filtered. The filter cake, silica gel, is washed several times with a mixture of methanol and methylene chloride. The combined filtrate and washings are evaporated under reduced pressure. The oi... The reactants are C1(=CC=CC=C1)C1=NC2C(N(C2O1)[C@@H](C(=O)OC(C1=CC=CC=C1)C1=CC=CC=C1)C(=C)COC(C(F)(F)F)=O)=O (diphenylmethyl (2R)-2-(3-phenyl-7-oxo-4-oxa-2,6-diazabicyclo[3,2,0]hept-2-en-6-yl)-3-trifluoroacetyloxymethyl-3-butenoate), CO (methanol). Conditions: time 30 minute. Run in mixture, C(Cl)Cl (methylene chloride). Yield: 53.2%. Product: C1(=CC=CC=C1)C1=NC2C(N(C2O1)[C@@H](C(=O)OC(C1=CC=CC=C1)C1=CC=CC=C1)C(=C)CO)=O (diphenylmethyl (2R)-2-(3-phenyl-7-oxo-4-oxa-2,6-diazabicyclo[3,2,0]hept-2-en-6-yl)-3-hydroxymethyl-3-butenoate), starting material. Starting materials: ClC=1C=C2C(=C(C(C(C2=CC1F)(C)C)=O)C(=O)OCC)O (ethyl 6-chloro-7-fluoro-4-hydroxy-1,1-dimethyl-2-oxo-naphthalene-3-carboxylate), Cl.C(C)(C)(C)OC(CN)=O (glycine tert-butyl ester hydrochloride), CCN(C(C)C)C(C)C (Hunig's base). Run in O1CCOCC1 (1,4-dioxane), O (water). Product: ClC=1C=C2C(=C(C(C(C2=CC1F)(C)C)=O)C(=O)NCC(=O)OC(C)(C)C)O (1,1-Dimethylethyl N-((6-chloro-7-fluoro-4-hydroxy-1,1-dimethyl-2-oxo-naphthalen-3-yl)carbonyl)glycinate). Isolated yield 68.5%. As a reaction SMILES: [Cl:1][C:2]1[CH:3]=[C:4]2[C:9](=[CH:10][C:11]=1[F:12])[C:8]([CH3:14])([CH3:13])[C:7](=[O:15])[C:6]([C:16](OCC)=[O:17])=[C:5]2[OH:21].Cl.[C:23]([O:27][C:28](=[O:31])[CH2:29][NH2:30])([CH3:26])([CH3:25])[CH3:24].CCN(C(C)C)C(C)C>O1CCOCC1.O>[Cl:1][C:2]1[CH:3]=[C:4]2[C:9](=[CH:10][C:11]=1[F:12])[C:8]([CH3:13])([CH3:14])[C:7](=[O:15])[C:6]([C:16]([NH:30][CH2:29][C:28]([O:27][C:23]([CH3:26])([CH3:25])[CH3:24])=[O:31])=[O:17])=[C:5]2[OH:21] |f:1.2|. Reported procedure: A solution of ethyl 6-chloro-7-fluoro-4-hydroxy-1,1-dimethyl-2-oxo-naphthalene-3-carboxylate (0.350 g, 1.12 mmol), glycine tert-butyl ester hydrochloride (0.244 g, 1.45 mmol), and Hunig's base (0.390 mL, 2.24 mmol) in 1,4-dioxane (15 mL) was heated at 120° C. for 2 hours in a sealed vessel. The solution was diluted with water (50 mL), extracted with EtOAc (2×50 mL), washed with water (50 mL), and then washed with brine (50 mL). The organic layer was dried over MgSO4 and concentrated in vacuo. Th... Starting materials: ClC1=C(C=C(C=C1)OC1=CC=C(C=C1)C(C(C(=O)OCC)CC1=CC(=CC=C1)OC(C(F)F)(F)F)=O)CC (ethyl 3-(4-((4-chloro-3-ethylphenyl)oxy)phenyl)-3-oxo-2-((3-((1,1,2,2-tetrafluoroethyl)oxy)phenyl)methyl)propionate), O (water), Cl (Hydrochloric acid), [BH4-].[Na+] (sodium borohydride). Reagents/catalysts: [Cl-].[Zn+2].[Cl-] (zinc chloride). Solvent: C(C)OCC (diethyl ether), C(C)OCC (diethyl ether). Conditions: time 30 minute. Product: ClC1=C(C=C(C=C1)OC1=CC=C(C=C1)C(C(C(=O)OCC)CC1=CC(=CC=C1)OC(C(F)F)(F)F)O)CC (ethyl (2RS,3RS)-3-(4-((4-chloro-3-ethylphenyl)oxy)phenyl)-3-hydroxy-2-((3-((1,1,2,2-tetrafluoroethyl)oxy)phenyl)methyl)propionate). The yield is 75.1%. Reaction SMILES: [BH4-].[Na+].[Cl:3][C:4]1[CH:9]=[CH:8][C:7]([O:10][C:11]2[CH:16]=[CH:15][C:14]([C:17](=[O:38])[CH:18]([CH2:24][C:25]3[CH:30]=[CH:29][CH:28]=[C:27]([O:31][C:32]([F:37])([F:36])[CH:33]([F:35])[F:34])[CH:26]=3)[C:19]([O:21][CH2:22][CH3:23])=[O:20])=[CH:13][CH:12]=2)=[CH:6][C:5]=1[CH2:39][CH3:40].Cl.O>C(OCC)C.[Cl-].[Zn+2].[Cl-]>[Cl:3][C:4]1[CH:9]=[CH:8][C:7]([O:10][C:11]2[CH:12]=[CH:13][C:14]([CH:17]([OH:38])[CH:18]([CH2:24][C:25]3[CH:30]=[CH:29][CH:28]=[C:27]([O:31][C:32]([F:37])([F:36])[CH:33]([F:35])[F:34])[CH:26]=3)[C:19]([O:21][CH2:22][CH3:23])=[O:20])=[CH:15][CH:16]=2)=[CH:6][C:5]=1[CH2:39][CH3:40] |f:0.1,6.7.8|. Procedure details: To a solution of zinc chloride (4.44 g, 32.6 mmol) in diethyl ether (100 ml) was added sodium borohydride (2.46 g, 65.1. mmol), and the mixture was stirred at room temperature for 30 min. Insoluble material was filtered off, a solution of ethyl 3-(4-((4-chloro-3-ethylphenyl)oxy)phenyl)-3-oxo-2-((3-((1,1,2,2-tetrafluoroethyl)oxy)phenyl)methyl)propionate (9.0 g, 16.3 mmol) in diethyl ether (50 ml) was added to the filtrate, and the mixture was stirred at room temperature for 30 min. 1N Hydrochlori... The reactants are CO, CCOC(=O)CN1CCN(c2cc(Nc3ncc(C(=O)Nc4c(C)cccc4Cl)s3)nc(C)n2)CC1, [Na+], [OH-], O. Yields the product Cc1nc(Nc2ncc(C(=O)Nc3c(C)cccc3Cl)s2)cc(N2CCN(CC(=O)O)CC2)n1. As a reaction SMILES: [CH3:40][OH:41].[Cl:1][c:2]1[c:3]([NH:9][C:10](=[O:11])[c:12]2[cH:13][n:14][c:15]([NH:17][c:18]3[cH:19][c:20]([N:25]4[CH2:26][CH2:27][N:28]([CH2:31][C:32](=[O:33])[O:34][CH2:35][CH3:36])[CH2:29][CH2:30]4)[n:21][c:22]([CH3:24])[n:23]3)[s:16]2)[c:4]([CH3:8])[cH:5][cH:6][cH:7]1.[Na+:38].[OH-:37].[OH2:39]>>[Cl:1][c:2]1[c:3]([NH:9][C:10](=[O:11])[c:12]2[cH:13][n:14][c:15]([NH:17][c:18]3[cH:19][c:20]([N:25]4[CH2:26][CH2:27][N:28]([CH2:31][C:32](=[O:33])[OH:34])[CH2:29][CH2:30]4)[n:21][c:22]([CH3:24])[n:23]3)[s:16]2)[c:4]([CH3:8])[cH:5][cH:6][cH:7]1. The reactants are ClC=1C(=NC(=CC1)Cl)C(=O)O (3,6-dichloro-2-pyridinecarboxylic acid), Cl (HCl), C(CCCCC)S (n-hexyl mercaptan), mercaptan, [OH-].[Na+] (NaOH). Run in CS(=O)C (DMSO), O (water), CS(=O)C (DMSO). Reaction conditions: temperature 135 celsius. The product is C(CCCCC)SC=1C(=NC(=CC1)SCCCCCC)C(=O)O (3,6-bis(n-hexylthio)-2-pyridinecarboxylic acid). The yield is 75.4%. Reaction SMILES: [OH-].[Na+].[CH2:3]([SH:9])[CH2:4][CH2:5][CH2:6][CH2:7][CH3:8].Cl[C:11]1[C:12]([C:18]([OH:20])=[O:19])=[N:13][C:14](Cl)=[CH:15][CH:16]=1.Cl>CS(C)=O.O>[CH2:3]([S:9][C:11]1[C:12]([C:18]([OH:20])=[O:19])=[N:13][C:14]([S:9][CH2:3][CH2:4][CH2:5][CH2:6][CH2:7][CH3:8])=[CH:15][CH:16]=1)[CH2:4][CH2:5][CH2:6][CH2:7][CH3:8] |f:0.1|. Procedure: To 300 ml of DMSO was added 84.5 g of powdered NaOH with vigorous stirring followed by the addition of 150 g of n-hexyl mercaptan. The anion of the mercaptan was allowed to form and then 111 g of 3,6-dichloro-2-pyridinecarboxylic acid in 110 ml of DMSO was added through a dropping funnel. the temperature was increased during addition to 135° C. and maintained at that temperature for 21/2 hours. Upon cooling the brown solution was poured into three volumes of water. The resulting solution was aci...